describe an organic reaction: reactants, conditions, products, and yield From a dataset of the Open Reaction Database (ORD), a public repository of structured organic reaction records. The reactants are CC(C)CC(CNC(=O)OC(C)(C)C)CC(=O)OCc1ccccc1, Cl, C1COCCO1. The product is Cl, CC(C)CC(CN)CC(=O)OCc1ccccc1. Reaction SMILES: [C:1]([O:2][C:3](=[O:4])[NH:8][CH2:9][CH:10]([CH2:11][C:12](=[O:13])[O:14][CH2:15][c:16]1[cH:17][cH:18][cH:19][cH:20][cH:21]1)[CH2:22][CH:23]([CH3:24])[CH3:25])([CH3:5])([CH3:6])[CH3:7].[ClH:26].[O:27]1[CH2:28][CH2:29][O:30][CH2:31][CH2:32]1>>[ClH:26].[NH2:8][CH2:9][CH:10]([CH2:11][C:12](=[O:13])[O:14][CH2:15][c:16]1[cH:17][cH:18][cH:19][cH:20][cH:21]1)[CH2:22][CH:23]([CH3:24])[CH3:25]. The reactants are Cl.NO (Hydroxylamine hydrochloride), C(#N)C1=C2C=CN=C(C2=CC=C1)CCC(=O)OC(C)(C)C (1,1-Dimethylethyl 3-(5-cyano-1-isoquinolinyl)propanoate), C([O-])(O)=O.[Na+] (sodium bicarbonate). Solvent: C(C)O (ethanol). Reaction conditions: temperature 60 celsius. Product: ONC(C1=C2C=CN=C(C2=CC=C1)CCC(=O)OC(C)(C)C)=N (1,1-Dimethylethyl 3-{5-[(hydroxyamino)(imino)methyl]-1-isoquinolinyl}propanoate). The yield is 71.7%. RXN SMILES: Cl.[NH2:2][OH:3].[C:4]([C:6]1[CH:15]=[CH:14][CH:13]=[C:12]2[C:7]=1[CH:8]=[CH:9][N:10]=[C:11]2[CH2:16][CH2:17][C:18]([O:20][C:21]([CH3:24])([CH3:23])[CH3:22])=[O:19])#[N:5].C(=O)(O)[O-].[Na+]>C(O)C>[OH:3][NH:2][C:4](=[NH:5])[C:6]1[CH:15]=[CH:14][CH:13]=[C:12]2[C:7]=1[CH:8]=[CH:9][N:10]=[C:11]2[CH2:16][CH2:17][C:18]([O:20][C:21]([CH3:23])([CH3:22])[CH3:24])=[O:19] |f:0.1,3.4|. Reported procedure: Hydroxylamine hydrochloride (24.51 g, 353 mmol) was added to a mixture of 1,1-dimethylethyl 3-(5-cyano-1-isoquinolinyl)propanoate (D35; 24.9 g, 88 mmol) and sodium bicarbonate (44.5 g, 529 mmol) in ethanol (200 ml) and the mixture heated at 60° C. for 5 h. The cooled mixture was filtered and the filtrate concentrated in vacuo. The residue was partitioned between water (100 ml) and ethyl acetate (3×100 ml) and the combined organic extracts washed with brine (100 ml) and dried (MgSO4). The solvent... Starting materials: C(C1=CC=CC=C1)OC=1C=CC=2C=3N(C(=NC2C1OC)N)CCN3 (8-(Benzyloxy)-7-methoxy-2,3-dihydroimidazo[1,2-c]quinazolin-5-amine), C(C1=CC=CC=C1)OC=1C=CC=2C=3N(C(=NC2C1OC)N)CCN3 (8-(Benzyloxy)-7-methoxy-2,3-dihydroimidazo[1,2-c]quinazolin-5-amine), ClCC1=CC=C(C=C1)S(=O)(=O)C (1-(chloromethyl)-4-(methylsulfonyl)benzene). Yields the product COC1=C(C=CC=2C=3N(C(=NC12)N)CCN3)OCC3=CC=C(C=C3)S(=O)(=O)C (7-methoxy-8-{[4-(methylsulfonyl)benzyl]oxy}-2,3-dihydroimidazo[1,2-c]quinazolin-5-amine). Reaction SMILES: [CH2:1]([O:8][C:9]1[CH:10]=[CH:11][C:12]2[C:13]3[N:14]([CH2:22][CH2:23][N:24]=3)[C:15]([NH2:21])=[N:16][C:17]=2[C:18]=1[O:19][CH3:20])[C:2]1[CH:7]=[CH:6][CH:5]=[CH:4][CH:3]=1.ClCC1C=C[C:30]([S:33](C)(=[O:35])=[O:34])=CC=1>>[CH3:20][O:19][C:18]1[C:17]2[N:16]=[C:15]([NH2:21])[N:14]3[CH2:22][CH2:23][N:24]=[C:13]3[C:12]=2[CH:11]=[CH:10][C:9]=1[O:8][CH2:1][C:2]1[CH:3]=[CH:4][C:5]([S:33]([CH3:30])(=[O:35])=[O:34])=[CH:6][CH:7]=1. Procedure details: The procedure used for the preparation of Example 1 was used to prepare the title compound from 5-amino-7-methoxy-2,3-dihydroimidazo[1,2-c]quinazolin-8-ol bistrifluoroacetate salt (Intermediate A) and 1-(chloromethyl)-4-(methylsulfonyl)benzene. High vacuum drying gave the title compound (970 mg, 56%): HPLC MS RT=1.59 min, MH+=401.1; 1H NMR (DMSO-d6+2 drops TFA-d) δ: 3.21 (3H, s), 3.85 (3H, s), 4.16-4.19 (2H, m), 4.32-4.35 (2H, m), 5.47 (2H, s), 7.36 (1H, d), 7.74 (2H, d), 7.88 (1H, d), 7.97 (2H,... Reactants: COC(=O)C(Cc1ccc(NC(=O)c2c(Cl)cccc2Cl)cc1)NC(=O)C1(Cc2ccc(OC)cc2)CCCCC1, CCO, [Na+], [OH-]. Yields the product COc1ccc(CC2(C(=O)NC(Cc3ccc(NC(=O)c4c(Cl)cccc4Cl)cc3)C(=O)O)CCCCC2)cc1. As a reaction SMILES: [CH3:1][O:2][C:3]([CH:4]([NH:5][C:6](=[O:7])[C:8]1([CH2:14][c:15]2[cH:16][cH:17][c:18]([O:21][CH3:22])[cH:19][cH:20]2)[CH2:9][CH2:10][CH2:11][CH2:12][CH2:13]1)[CH2:23][c:24]1[cH:25][cH:26][c:27]([NH:30][C:31](=[O:32])[c:33]2[c:34]([Cl:40])[cH:35][cH:36][cH:37][c:38]2[Cl:39])[cH:28][cH:29]1)=[O:41].[CH3:44][CH2:45][OH:46].[Na+:43].[OH-:42]>>[O:2]=[C:3]([CH:4]([NH:5][C:6](=[O:7])[C:8]1([CH2:14][c:15]2[cH:16][cH:17][c:18]([O:21][CH3:22])[cH:19][cH:20]2)[CH2:9][CH2:10][CH2:11][CH2:12][CH2:13]1)[CH2:23][c:24]1[cH:25][cH:26][c:27]([NH:30][C:31](=[O:32])[c:33]2[c:34]([Cl:40])[cH:35][cH:36][cH:37][c:38]2[Cl:39])[cH:28][cH:29]1)[OH:41]. Starting materials: CCOC(=O)c1ccc(C2CCC(C(=O)OC(C)(C)C)CC2)cc1, CO, [Li+], C1CCOC1, [OH-], O. Product: CC(C)(C)OC(=O)C1CCC(c2ccc(C(=O)O)cc2)CC1. RXN SMILES: [C:1]([CH3:2])([CH3:3])([CH3:4])[O:5][C:6](=[O:7])[CH:8]1[CH2:9][CH2:10][CH:11]([c:14]2[cH:15][cH:16][c:17]([C:18](=[O:19])[O:20][CH2:21][CH3:22])[cH:23][cH:24]2)[CH2:12][CH2:13]1.[CH3:33][OH:34].[Li+:32].[O:25]1[CH2:26][CH2:27][CH2:28][CH2:29]1.[OH-:31].[OH2:30]>>[C:1]([CH3:2])([CH3:3])([CH3:4])[O:5][C:6](=[O:7])[CH:8]1[CH2:9][CH2:10][CH:11]([c:14]2[cH:15][cH:16][c:17]([C:18](=[O:19])[OH:20])[cH:23][cH:24]2)[CH2:12][CH2:13]1. Starting materials: C(=O)(OC)COC1=CC=C(C=C1)CC(C)NCCC=1N=C(SC1)C(F)(F)F (N-[2-(4-carbomethoxymethoxyphenyl)-1-methylethyl]-2-(2-trifluoromethyl-thiazol-4-yl)ethanamine), [OH-].[Na+] (sodium hydroxide), Cl (hydrochloric acid). Run in CO (methanol). The product is C(=O)(O)COC1=CC=C(C=C1)CC(C)NCC(C=1N=C(SC1)C(F)(F)F)O (N-[2-(4-Carboxymethoxyphenyl)-1-methylethyl]-2-hydroxy-2-(2-trifluoromethyl-thiazol-4-yl)ethanamine). Reaction SMILES: [C:1]([CH2:5][O:6][C:7]1[CH:12]=[CH:11][C:10]([CH2:13][CH:14]([NH:16][CH2:17][CH2:18][C:19]2[N:20]=[C:21]([C:24]([F:27])([F:26])[F:25])[S:22][CH:23]=2)[CH3:15])=[CH:9][CH:8]=1)([O:3]C)=[O:2].[OH-:28].[Na+].Cl>CO>[C:1]([CH2:5][O:6][C:7]1[CH:12]=[CH:11][C:10]([CH2:13][CH:14]([NH:16][CH2:17][CH:18]([OH:28])[C:19]2[N:20]=[C:21]([C:24]([F:27])([F:26])[F:25])[S:22][CH:23]=2)[CH3:15])=[CH:9][CH:8]=1)([OH:3])=[O:2] |f:1.2|. Reported procedure: Prepared by analogy to Example 16 by reaction of N-[2-(4-carbomethoxymethoxyphenyl)-1-methylethyl]-2-(2-trifluoromethyl-thiazol-4-yl)ethanamine (diastereomer A) in methanol with 1N sodium hydroxide solution. After the mixture has been neutralised with 1N hydrochloric acid it is extracted by shaking with methylene chloride, the extract is evaporated to dryness, and the remaining residue is triturated with petroleum ether and filtered off with suction.